This data is from the Open Reaction Database (ORD), a public repository of structured organic reaction records. The task is: describe an organic reaction: reactants, conditions, products, and yield The reactants are NC1=C2C=CC=C(C2=CC=C1)O (5-amino-1-naphthol), C([O-])([O-])=O.[Ca+2] (calcium carbonate), ClCC(=O)Cl (chloroacetyl chloride). Run in O1CCOCC1 (dioxane). Reaction conditions: temperature 80 celsius. Yields the product OC1=C2C=CC=C(C2=CC=C1)NC(C)=O (N-(5-hydroxynaphthalen-1-yl)acetamide). Isolated yield 75.9%. Reaction SMILES: [NH2:1][C:2]1[CH:11]=[CH:10][CH:9]=[C:8]2[C:3]=1[CH:4]=[CH:5][CH:6]=[C:7]2[OH:12].C(=O)([O-])[O-].[Ca+2].Cl[CH2:19][C:20](Cl)=[O:21]>O1CCOCC1>[OH:12][C:7]1[CH:6]=[CH:5][CH:4]=[C:3]2[C:8]=1[CH:9]=[CH:10][CH:11]=[C:2]2[NH:1][C:20](=[O:21])[CH3:19] |f:1.2|. Procedure: To a solution of 5-amino-1-naphthol (17.6 g; 0.11 mol) in 500 ml of dioxane, there were added 11 g of calcium carbonate (0.11 mol) and, dropwise, 8 ml of chloroacetyl chloride (0.112 mol), with stirring and under an inert atmosphere. The reaction medium was heated at 80° C. for 2 hours 30 minutes. The suspension was cooled to room temperature, filtered on sintered glass and the inorganic salts were rinsed twice with dioxane. The mixture of the organic solutions was concentrated until an insolubl... Reaction SMILES: [C:1]([CH2:3][N:4]1[CH2:8][CH2:7][N:6]([CH2:9][C:10]#[N:11])C1C1C=CC=CC=1)#[N:2].NCCN1CCN(CCN)C1C1C=CC=CC=1>>[NH2:2][CH2:1][CH2:3][NH:4][CH2:8][CH2:7][NH:6][CH2:9][CH2:10][NH2:11]. Yields the product NCCNCCNCCN (triethylenetetramine). The reactants are C(#N)CN1C(N(CC1)CC#N)C1=CC=CC=C1 ((3-cyanomethyl-2-phenyl -imidazolidin-1-yl)-acetonitrile), NCCN1C(N(CC1)CCN)C1=CC=CC=C1 (2-[3-(2-Amino-ethyl)-2-phenyl-imidazolidin-1-yl]-ethylamine), NCCN1C(N(CC1)CCN)C1=CC=CC=C1 (2-[3-(2-Amino-ethyl)-2-phenyl-imidazolidin-1-yl]-ethylamine). Reported procedure: This Example demonstrates the reduction of (3-cyanomethyl-2-phenyl -imidazolidin-1-yl)-acetonitrile (5) to intermediate 2-[3-(2-Amino-ethyl)-2-phenyl-imidazolidin-1-yl]-ethylamine (8). As shown in Scheme 9, intermediate (8) is treated with an acid to form a triethylenetetramine salt. The reduction is effected by LiAlH4, the acid used is hydrochloric acid and the tetrahydrochloride salt of triethylenetetramine is produced. Starting materials: C(C)(C)(C)OC(=O)N1C[C@H](OC[C@@H]1CO[Si](C)(C)C(C)(C)C)OCC ((2S,5R)-5-(tert-butyldimethylsilanyloxymethyl)-2-ethoxymorpholine-4-carboxylic acid tert-butyl ester), [F-].C(CCC)[N+](CCCC)(CCCC)CCCC (tetrabutylammonium fluoride). Solvent: O1CCCC1 (tetrahydrofuran). Conditions: time 45 minute. The product is C(C)(C)(C)OC(=O)N1C[C@H](OC[C@@H]1CO)OCC ((2S,5S)-2-Ethoxy-5-hydroxymethylmorpholine-4-carboxylic acid tert-butyl ester). Yield: 92.7%. Reaction SMILES: [C:1]([O:5][C:6]([N:8]1[C@@H:13]([CH2:14][O:15][Si](C(C)(C)C)(C)C)[CH2:12][O:11][C@H:10]([O:23][CH2:24][CH3:25])[CH2:9]1)=[O:7])([CH3:4])([CH3:3])[CH3:2].[F-].C([N+](CCCC)(CCCC)CCCC)CCC>O1CCCC1>[C:1]([O:5][C:6]([N:8]1[C@@H:13]([CH2:14][OH:15])[CH2:12][O:11][C@H:10]([O:23][CH2:24][CH3:25])[CH2:9]1)=[O:7])([CH3:4])([CH3:3])[CH3:2] |f:1.2|. Procedure: Dissolve (2S,5R)-5-(tert-butyldimethylsilanyloxymethyl)-2-ethoxymorpholine-4-carboxylic acid tert-butyl ester (0.39 g, 1.04 mmole) in tetrahydrofuran (3 mL) and add tetrabutylammonium fluoride (2.1 mL, 2.1 mmol, 1.0 M in tetrahydrofuran). Stir 45 minutes at room temperature, concentrate and purify (silica gel chromatography, eluting with 10:90 to 40:60 ethyl acetate:hexanes) to give the desired compound (252 mg, 92%). The reactants are C[Si](C)(C)[O-], CCOCC, Cl, CCN1CC(C(=O)OC)C(c2ccc(F)cc2F)C1, [K+], C1COCCO1. Yields the product Cl, CCN1CC(C(=O)O)C(c2ccc(F)cc2F)C1. Reaction SMILES: [CH3:20][Si:21]([CH3:22])([CH3:23])[O-:24].[CH3:27][CH2:28][O:29][CH2:30][CH3:31].[ClH:26].[F:1][c:2]1[c:3]([CH:9]2[CH:10]([C:16](=[O:17])[O:18][CH3:19])[CH2:11][N:12]([CH2:14][CH3:15])[CH2:13]2)[cH:4][cH:5][c:6]([F:8])[cH:7]1.[K+:25].[O:32]1[CH2:33][CH2:34][O:35][CH2:36][CH2:37]1>>[ClH:26].[F:1][c:2]1[c:3]([CH:9]2[CH:10]([C:16](=[O:17])[OH:18])[CH2:11][N:12]([CH2:14][CH3:15])[CH2:13]2)[cH:4][cH:5][c:6]([F:8])[cH:7]1. Starting materials: ClCCl, CC(C)C(C(=O)OC(C)(C)C)N1Cc2c(F)cnc3[nH]cc(c23)C1=O, O=C(O)C(F)(F)F. The product is CC(C)C(C(=O)O)N1Cc2c(F)cnc3[nH]cc(c23)C1=O. As a reaction SMILES: [Cl:26][CH2:27][Cl:28].[F:1][c:2]1[cH:3][n:4][c:5]2[c:6]3[c:7]([cH:24][nH:25]2)[C:8](=[O:23])[N:9]([CH:12]([C:13](=[O:14])[O:15][C:16]([CH3:17])([CH3:18])[CH3:19])[CH:20]([CH3:21])[CH3:22])[CH2:10][c:11]13.[F:29][C:30]([F:31])([F:32])[C:33]([OH:34])=[O:35]>>[F:1][c:2]1[cH:3][n:4][c:5]2[c:6]3[c:7]([cH:24][nH:25]2)[C:8](=[O:23])[N:9]([CH:12]([C:13](=[O:14])[OH:15])[CH:20]([CH3:21])[CH3:22])[CH2:10][c:11]13. Starting materials: BrCc1ccccc1, COCCOC, [H-], [Na+], N#CCc1ccc2ccccc2c1. Product: N#CC(Cc1ccccc1)c1ccc2ccccc2c1. RXN SMILES: [Br:16][CH2:17][c:18]1[cH:19][cH:20][cH:21][cH:22][cH:23]1.[CH3:24][O:25][CH2:26][CH2:27][O:28][CH3:29].[H-:2].[Na+:1].[cH:3]1[c:4]([CH2:13][C:14]#[N:15])[cH:5][cH:6][c:7]2[cH:8][cH:9][cH:10][cH:11][c:12]12>>[cH:3]1[c:4]([CH:13]([C:14]#[N:15])[CH2:17][c:18]2[cH:19][cH:20][cH:21][cH:22][cH:23]2)[cH:5][cH:6][c:7]2[cH:8][cH:9][cH:10][cH:11][c:12]12.